Dataset: the Open Reaction Database (ORD), a public repository of structured organic reaction records. Task: describe an organic reaction: reactants, conditions, products, and yield Starting materials: [Li+].[Cl-] (LiCl), C(C)(C)(C)OC(=O)N[C@H](C[C@H]1[C@@H](N(C(O1)(C)C)C(=O)OCC1=CC=CC=C1)CC1=CC=C(C=C1)OC(C(F)(F)F)=O)CC1=CC=CC=C1 (benzyl(4S,5S)-5-{(2S)-2-[(tert-butoxycarbonyl)amino]-3-phenylpropyl}-2,2-dimethyl-4-{4-[(trifluoroacetyl)oxy]benzyl}-1,3-oxazolidine-3-carboxylate), CC=1C=CC(=NC1)[Sn](CCCC)(CCCC)CCCC (5-methyl-2-(tributylstannyl)pyridine). Reagents/catalysts: Cl[Pd]([P](C1=CC=CC=C1)(C2=CC=CC=C2)C3=CC=CC=C3)([P](C4=CC=CC=C4)(C5=CC=CC=C5)C6=CC=CC=C6)Cl (dichlorobis(triphenylphosphine)palladium(II)). Solvent: CN(C)C=O (DMF). The product is C(C)(C)(C)OC(=O)N[C@H](C[C@H]1[C@@H](N(C(O1)(C)C)C(=O)OCC1=CC=CC=C1)CC1=CC=C(C=C1)C1=NC=C(C=C1)C)CC1=CC=CC=C1 (benzyl(4S,5S)-5-{(2S)-2-[(tert-butoxycarbonyl)amino]-3-phenylpropyl}-2,2-dimethyl-4-[4-(5-methyl-2-pyridinyl)benzyl]-1,3-oxazolidine-3-carboxylate). Yield: 41.8%. As a reaction SMILES: [C:1]([O:5][C:6]([NH:8][C@@H:9]([CH2:42][C:43]1[CH:48]=[CH:47][CH:46]=[CH:45][CH:44]=1)[CH2:10][C@@H:11]1[O:15][C:14]([CH3:17])([CH3:16])[N:13]([C:18]([O:20][CH2:21][C:22]2[CH:27]=[CH:26][CH:25]=[CH:24][CH:23]=2)=[O:19])[C@H:12]1[CH2:28][C:29]1[CH:34]=[CH:33][C:32](OC(=O)C(F)(F)F)=[CH:31][CH:30]=1)=[O:7])([CH3:4])([CH3:3])[CH3:2].[Li+].[Cl-].[CH3:51][C:52]1[CH:53]=[CH:54][C:55]([Sn](CCCC)(CCCC)CCCC)=[N:56][CH:57]=1>CN(C=O)C.Cl[Pd](Cl)([P](C1C=CC=CC=1)(C1C=CC=CC=1)C1C=CC=CC=1)[P](C1C=CC=CC=1)(C1C=CC=CC=1)C1C=CC=CC=1>[C:1]([O:5][C:6]([NH:8][C@@H:9]([CH2:42][C:43]1[CH:48]=[CH:47][CH:46]=[CH:45][CH:44]=1)[CH2:10][C@@H:11]1[O:15][C:14]([CH3:16])([CH3:17])[N:13]([C:18]([O:20][CH2:21][C:22]2[CH:23]=[CH:24][CH:25]=[CH:26][CH:27]=2)=[O:19])[C@H:12]1[CH2:28][C:29]1[CH:30]=[CH:31][C:32]([C:55]2[CH:54]=[CH:53][C:52]([CH3:51])=[CH:57][N:56]=2)=[CH:33][CH:34]=1)=[O:7])([CH3:2])([CH3:3])[CH3:4] |f:1.2,^1:78,97|. Procedure details: A solution containing the product from Example 23I (0.114 g, 0.162 mmol) in DMF (1.6 mL) was treated with LiCl (0.068 g, 1.60 mmol), dichlorobis(triphenylphosphine)palladium(II) (0.034 g, 0.048 mmol), and the product from Example 74A (0.367 g, 0.961 mmol), heated at 100° C. for 16 hours, cooled and partitioned between ethyl acetate and water. The organic phase was washed with brine and dried over MgSO4, filtered and concentrated. The residue was chromatographed on silica gel eluting with 0-15% e... The reactants are ice, COC=1C=C(C=C(C1)OC)/C(/C(=O)N)=C\C1=CC=CC=C1 ((3,5-dimethoxyphenyl)-3-phenyl-(E)-2-propenamide), C(Cl)(Cl)Cl.CO (chloroform methanol), [Cl-].[Al+3].[Cl-].[Cl-] (Aluminium chloride). The solvent is ClC1=CC=CC=C1 (chlorobenzene). Reaction conditions: temperature 130 celsius, time 30 minute. Yields the product OC1=C2C=CC(NC2=CC(=C1)O)=O (5,7-dihydroxy-1,2-dihydro-2-quinolinone). Isolated yield 92.0%. As a reaction SMILES: C[O:2][C:3]1[CH:4]=[C:5](/[C:11](=C\C2C=CC=CC=2)/[C:12]([NH2:14])=[O:13])[CH:6]=[C:7](OC)[CH:8]=1.[Cl-].[Al+3].[Cl-].[Cl-].C(Cl)(Cl)Cl.[CH3:30][OH:31]>ClC1C=CC=CC=1>[OH:31][C:30]1[CH:4]=[C:3]([OH:2])[CH:8]=[C:7]2[C:6]=1[CH:5]=[CH:11][C:12](=[O:13])[NH:14]2 |f:1.2.3.4,5.6|. Reported procedure: A solution of compound 2 (19.0 g, 67.1 mmol) in chlorobenzene (120 mL) was taken in a 500 mL round bottom flask equipped with a mechanical stirrer and a reflux condenser. Aluminium chloride (44.6 g, 335.6 mmol) was added in portions over a period of 10 min. The reaction mixture was heated at 130° C. for 3 h and cooled to room temperature (TLC chloroform: methanol 9:1, Rf=0.2). Poured into crushed ice (1 Kg) and stirred at room temperature for further 30 min. The solid separated was filtered and ... As a reaction SMILES: [Br-:16].[CH2:19]1[O:20][CH2:21][CH2:22][CH2:23]1.[CH3:17][Mg+:18].[CH:1](=[O:2])[c:3]1[cH:4][c:5]2[c:6]([s:7][c:8]([C:10](=[O:11])[O:12][CH3:13])[cH:9]2)[cH:14][cH:15]1>>[CH:1]([OH:2])([c:3]1[cH:4][c:5]2[c:6]([s:7][c:8]([C:10](=[O:11])[O:12][CH3:13])[cH:9]2)[cH:14][cH:15]1)[CH3:17]. Reactants: [Br-], C1CCOC1, C[Mg+], COC(=O)c1cc2cc(C=O)ccc2s1. The product is COC(=O)c1cc2cc(C(C)O)ccc2s1. Starting materials: N,N′-Carbonyldiimidazole, COC1=CC(=C(C(=C1)C)S(=O)(=O)N1C(CCCC1)COCC(=O)O)C (2-((1-(4-methoxy-2,6-dimethylphenylsulfonyl)piperidin-2-yl)methoxy)acetic acid), N1(CCCC1)CCC1CCNCC1 (4-(2-(pyrrolidin-1-yl)ethyl)piperidine), C(O)([O-])=O.[Na+] (sodium hydrogen carbonate), COC1=CC(=C(C(=C1)C)S(=O)(=O)N1C(CCCC1)COCC(=O)N1CCC(CC1)CCN1CCCC1)C (2-((1-(4-methoxy-2,6-dimethylphenylsulfonyl)piperidin-2-yl)methoxy)-1-(4-(2-(pyrrolidin-1-yl)ethyl)piperidin-1-yl)ethanone), C[Si](Cl)(C)C (trimethylchlorosilane). The solvent is ClCCl (dichloromethane), C(C)OCC (Diethyl ether), ClCCl (dichloromethane), C(C)C(=O)C (methyl ethyl ketone). Run at time 1 hour. The product is Cl.COC1=CC(=C(C(=C1)C)S(=O)(=O)N1C(CCCC1)COCC(=O)N1CCC(CC1)CCN1CCCC1)C (2-((1-(4-methoxy-2,6-dimethylphenylsulfonyl)piperidin-2-yl)methoxy)-1-(4-(2-(pyrrolidin-1-yl)ethyl)piperidin-1-yl)ethanone hydrochloride). RXN SMILES: COC1C=C(C)C(S(N2CCCCC2COCC(O)=O)(=O)=O)=C(C)C=1.N1(CCC2CCNCC2)CCCC1.C(=O)([O-])O.[Na+].[CH3:44][O:45][C:46]1[CH:51]=[C:50]([CH3:52])[C:49]([S:53]([N:56]2[CH2:61][CH2:60][CH2:59][CH2:58][CH:57]2[CH2:62][O:63][CH2:64][C:65]([N:67]2[CH2:72][CH2:71][CH:70]([CH2:73][CH2:74][N:75]3[CH2:79][CH2:78][CH2:77][CH2:76]3)[CH2:69][CH2:68]2)=[O:66])(=[O:55])=[O:54])=[C:48]([CH3:80])[CH:47]=1.C[Si](C)(C)[Cl:83]>ClCCl.C(C(C)=O)C.C(OCC)C>[ClH:83].[CH3:44][O:45][C:46]1[CH:51]=[C:50]([CH3:52])[C:49]([S:53]([N:56]2[CH2:61][CH2:60][CH2:59][CH2:58][CH:57]2[CH2:62][O:63][CH2:64][C:65]([N:67]2[CH2:72][CH2:71][CH:70]([CH2:73][CH2:74][N:75]3[CH2:79][CH2:78][CH2:77][CH2:76]3)[CH2:69][CH2:68]2)=[O:66])(=[O:54])=[O:55])=[C:48]([CH3:80])[CH:47]=1 |f:2.3,9.10|. Procedure details: N,N′-Carbonyldiimidazole (68 mg, 0.424 mmol) was added to a solution of 2-((1-(4-methoxy-2,6-dimethylphenylsulfonyl)piperidin-2-yl)methoxy)acetic acid (150 mg, 0.404 mmol) in dichloromethane (4 ml), and the mixture was stirred for 1 h at room temperature. A solution of 4-(2-(pyrrolidin-1-yl)ethyl)piperidine (73 mg, 0.404 mmol) in dichloromethane (1 ml) was then added, and the reaction mixture was stirred for 15 h at room temperature. Saturated sodium hydrogen carbonate solution (5 ml) was then a...